From a dataset of the Open Reaction Database (ORD), a public repository of structured organic reaction records. describe an organic reaction: reactants, conditions, products, and yield The reactants are C(=O)(O)[O-].[Na+] (NaHCO3), ClC=1C=C(C(=C(C(=O)O)C1)C)OC1CCOCC1 (5-chloro-2-methyl-3-((tetrahydro-2H-pyran-4-yl)oxy)benzoic acid), Cl.NCC1=C(NC(=CC1=O)C)C (3-(aminomethyl)-2,6-dimethylpyridin -4(1H)-one hydrochloride), C(CCl)Cl (EDC), C1=CC2=C(N=C1)N(N=N2)O (HOAt), CN1CCOCC1 (N-methylmorpholine). Solvent: O (water), CN(C=O)C (N,N-dimethylformamide), C(Cl)Cl (DCM). Reaction conditions: time 16 hour. The product is ClC=1C=C(C(=C(C(=O)NCC2=C(NC(=CC2=O)C)C)C1)C)OC1CCOCC1 (5-chloro-N-((2,6-dimethyl-4-oxo -1,4-dihydropyridin-3-yl)methyl)-2-methyl-3-((tetrahydro-2H-pyran-4-yl)oxy)benzamide). Isolated yield 45.5%. As a reaction SMILES: [Cl:1][C:2]1[CH:3]=[C:4]([O:12][CH:13]2[CH2:18][CH2:17][O:16][CH2:15][CH2:14]2)[C:5]([CH3:11])=[C:6]([CH:10]=1)[C:7]([OH:9])=O.Cl.[NH2:20][CH2:21][C:22]1[C:27](=[O:28])[CH:26]=[C:25]([CH3:29])[NH:24][C:23]=1[CH3:30].C(Cl)CCl.C1C=NC2N(O)N=NC=2C=1.CN1CCOCC1.C([O-])(O)=O.[Na+]>C(Cl)Cl.O.CN(C)C=O>[Cl:1][C:2]1[CH:3]=[C:4]([O:12][CH:13]2[CH2:18][CH2:17][O:16][CH2:15][CH2:14]2)[C:5]([CH3:11])=[C:6]([CH:10]=1)[C:7]([NH:20][CH2:21][C:22]1[C:27](=[O:28])[CH:26]=[C:25]([CH3:29])[NH:24][C:23]=1[CH3:30])=[O:9] |f:1.2,6.7|. Procedure: A 20 mL vial was charged with 5-chloro-2-methyl-3-((tetrahydro-2H-pyran-4-yl)oxy)benzoic acid (72.0 mg, 0.266 mmol), 3-(aminomethyl)-2,6-dimethylpyridin -4(1H)-one hydrochloride (60.2 mg, 0.319 mmol), EDC (76 mg, 0.399 mmol), HOAt (61.5 mg, 0.399 mmol), N,N-dimethylformamide (3 mL) and N-methylmorpholine (0.351 mL, 3.19 mmol). The reaction was stirred for 16 h, at which time it was added drop-wise to a rapidly stirred solution of saturated NaHCO3 (25 mL) and water (10 mL) and stirred at room tem... Reactants: Cl.N=C1SC=C(N1)C(C(=O)NC1[C@@H]2N(C(=C(CS2)COC(C(O)C2=CC=CC=C2)=O)C(=O)O)C1=O)=NO (7-[2-(2-imino-4-thiazolin-4-yl)-2-hydroxyimino-acetamido]-3-(mandelyloxymethyl)-3-cephem-4-carboxylic acid hydrochloride), C(O)([O-])=O.[Na+] (sodium hydrogen carbonate), [OH-].[Na+] (sodium hydroxide). Solvent: O (water), O (water). Run at time 1 hour. Yields the product N=C1SC=C(N1)C(C(=O)NC1[C@@H]2N(C(=C(CS2)CO)C(=O)[O-])C1=O)=NO.[Na+] (sodium 7-[2-(2-imino-4-thiazolin-4-yl)-2- hydroxyimino-acetamido]-3-hydroxymethyl-3-cephem-4-carboxylate). RXN SMILES: Cl.[NH:2]=[C:3]1[NH:7][C:6]([C:8](=[N:36][OH:37])[C:9]([NH:11][CH:12]2[C:34](=[O:35])[N:14]3[C:15]([C:31]([OH:33])=[O:32])=[C:16]([CH2:19][O:20]C(=O)C(C4C=CC=CC=4)O)[CH2:17][S:18][C@H:13]23)=[O:10])=[CH:5][S:4]1.C(=O)([O-])O.[Na+:42].[OH-].[Na+]>O>[NH:2]=[C:3]1[NH:7][C:6]([C:8](=[N:36][OH:37])[C:9]([NH:11][CH:12]2[C:34](=[O:35])[N:14]3[C:15]([C:31]([O-:33])=[O:32])=[C:16]([CH2:19][OH:20])[CH2:17][S:18][C@H:13]23)=[O:10])=[CH:5][S:4]1.[Na+:42] |f:0.1,2.3,4.5,7.8|. Procedure: In 5 ml of water there was dissolved 0.57 g of 7-[2-(2-imino-4-thiazolin-4-yl)-2-hydroxyimino-acetamido]-3-(mandelyloxymethyl)-3-cephem-4-carboxylic acid hydrochloride (syn-isomer) together with 0.17 g of sodium hydrogen carbonate and, while the mixed solution was stirred under ice-cooling, 0.55 ml of 2N-sodium hydroxide was added. The mixture was stirred at that temperature for 3 hours and, then, at room temperature for 1 hour. The reaction mixture was subjected to column chromatography on poly... The reactants are CCN(C(C)C)C(C)C, N#Cc1c(Cl)nc(Cl)nc1Cl, NCCO, C1COCCO1. The product is N#Cc1c(Cl)nc(Cl)nc1NCCO. Reaction SMILES: [CH2:12]([N:13]([CH:14]([CH3:15])[CH3:16])[CH:17]([CH3:18])[CH3:19])[CH3:20].[Cl:1][c:2]1[n:3][c:4]([Cl:11])[c:5]([C:9]#[N:10])[c:6]([Cl:8])[n:7]1.[NH2:21][CH2:22][CH2:23][OH:24].[O:25]1[CH2:26][CH2:27][O:28][CH2:29][CH2:30]1>>[Cl:1][c:2]1[n:3][c:4]([Cl:11])[c:5]([C:9]#[N:10])[c:6]([NH:21][CH2:22][CH2:23][OH:24])[n:7]1. Starting materials: [H-].[H-].[H-].[H-].[Li+].[Al+3] (LiAlH4), COCC(=O)NCC(CCOC1OCCCC1)C1=CC(=C(C=C1)Cl)Cl (N-methoxyacetyl-2-(3,4-dichlorophenyl)-4-(tetrahydropyran-2-yloxy)butylamin). The solvent is O1CCCC1 (tetrahydrofuran), O1CCCC1 (THF). The product is COCCNCC(CCOC1OCCCC1)C1=CC(=C(C=C1)Cl)Cl (N-(2-methoxyethyl)-2-(3,4-dichlorophenyl)-4-(tetrahydropyran-2-yloxy)butylamine). Reaction SMILES: [H-].[H-].[H-].[H-].[Li+].[Al+3].[CH3:7][O:8][CH2:9][C:10]([NH:12][CH2:13][CH:14]([C:24]1[CH:29]=[CH:28][C:27]([Cl:30])=[C:26]([Cl:31])[CH:25]=1)[CH2:15][CH2:16][O:17][CH:18]1[CH2:23][CH2:22][CH2:21][CH2:20][O:19]1)=O>O1CCCC1>[CH3:7][O:8][CH2:9][CH2:10][NH:12][CH2:13][CH:14]([C:24]1[CH:29]=[CH:28][C:27]([Cl:30])=[C:26]([Cl:31])[CH:25]=1)[CH2:15][CH2:16][O:17][CH:18]1[CH2:23][CH2:22][CH2:21][CH2:20][O:19]1 |f:0.1.2.3.4.5|. Reported procedure: A suspension of 1.5 g of LiAlH4 in 30 ml of tetrahydrofuran (THF) is refluxed and a solution of 7.5 g of the product obtained in step 1 in 40 ml of THF are added dropwise thereto. The reactants are O=C(C1=CCCC1)N1CCNCC1, CO, COc1cc2nc(Cl)nc(N)c2cc1OC. Product: COc1cc2nc(N3CCN(C(=O)C4=CCCC4)CC3)nc(N)c2cc1OC. RXN SMILES: [C:1]1([C:6](=[O:7])[N:8]2[CH2:9][CH2:10][NH:11][CH2:12][CH2:13]2)=[CH:2][CH2:3][CH2:4][CH2:5]1.[CH3:30][OH:31].[Cl:14][c:15]1[n:16][c:17]2[cH:18][c:19]([O:28][CH3:29])[c:20]([O:26][CH3:27])[cH:21][c:22]2[c:23]([NH2:25])[n:24]1>>[C:1]1([C:6](=[O:7])[N:8]2[CH2:9][CH2:10][N:11]([c:15]3[n:16][c:17]4[cH:18][c:19]([O:28][CH3:29])[c:20]([O:26][CH3:27])[cH:21][c:22]4[c:23]([NH2:25])[n:24]3)[CH2:12][CH2:13]2)=[CH:2][CH2:3][CH2:4][CH2:5]1.